This data is from the Open Reaction Database (ORD), a public repository of structured organic reaction records. The task is: describe an organic reaction: reactants, conditions, products, and yield Starting materials: ClC1=CC=C(C=C1)N=C=S (4-chlorophenyl isothiocyanate), N1CCC(C(=O)OCC)CC1 (ethyl isonipecotate). Solvent: ClCCl (dichloromethane). Conditions: time 1 hour. Product: ClC1=CC=C(C=C1)NC(=S)N1CCC(CC1)C(=O)OCC (Ethyl 1-{[(4-chlorophenyl)amino]carbonothioyl}piperidine-4-carboxylate). Reaction SMILES: [Cl:1][C:2]1[CH:7]=[CH:6][C:5]([N:8]=[C:9]=[S:10])=[CH:4][CH:3]=1.[NH:11]1[CH2:21][CH2:20][CH:14]([C:15]([O:17][CH2:18][CH3:19])=[O:16])[CH2:13][CH2:12]1>ClCCl>[Cl:1][C:2]1[CH:7]=[CH:6][C:5]([NH:8][C:9]([N:11]2[CH2:21][CH2:20][CH:14]([C:15]([O:17][CH2:18][CH3:19])=[O:16])[CH2:13][CH2:12]2)=[S:10])=[CH:4][CH:3]=1. Reported procedure: A mixture of 4-chlorophenyl isothiocyanate (3.5 g, 20.7 mmol), and ethyl isonipecotate (3.19 mL, 20.7 mmol) in dichloromethane (30 mL) was stirred at room temperature for 1 hour. The mixture was concentrated under reduced pressure, the residue was triturated with ether and the resulting solid was filtered off and dried to afford the title compound as a white solid, 6.27 g. Starting materials: O[C@H]1[C@@H]([C@H]2CC(O[C@H]2C1)=O)\C=C\[C@H](CCCCCCC)OC1OCCCC1 ((1S,5R,6R,7R)-7-hydroxy-6-[3(S)-(2-tetrahydropyranyloxy)-(E)-1-decenyl]-2-oxabicyclo[3.3.0]octane-3-one), CC(C)C[AlH]CC(C)C (DIBAL-H). The solvent is C1(=CC=CC=C1)C (toluene). Yields the product OC1O[C@H]2C[C@H]([C@@H]([C@H]2C1)\C=C\[C@H](CCCCCCC)OC1OCCCC1)O ((1S,2RS,5R,6R,7R)-3,7-dihydroxy-6-[3(S)-(2-tetrahydropyranyloxy)-(E)-1-decenyl]-2-oxabicyclo[3.3.0]octane). Reaction SMILES: [OH:1][C@@H:2]1[CH2:9][C@H:8]2[C@H:4]([CH2:5][C:6](=[O:10])[O:7]2)[C@H:3]1/[CH:11]=[CH:12]/[C@@H:13]([O:21][CH:22]1[CH2:27][CH2:26][CH2:25][CH2:24][O:23]1)[CH2:14][CH2:15][CH2:16][CH2:17][CH2:18][CH2:19][CH3:20].CC(C[AlH]CC(C)C)C>C1(C)C=CC=CC=1>[OH:10][CH:6]1[CH2:5][C@H:4]2[C@H:8]([CH2:9][C@@H:2]([OH:1])[C@@H:3]2/[CH:11]=[CH:12]/[C@@H:13]([O:21][CH:22]2[CH2:27][CH2:26][CH2:25][CH2:24][O:23]2)[CH2:14][CH2:15][CH2:16][CH2:17][CH2:18][CH2:19][CH3:20])[O:7]1. Reported procedure: Alcohol (6) (2.00 g) was reduced in dry toluene (40 ml) using DIBAL-H at −70° C. The lactol (7) was obtained by a usual work up. Reactants: FC(C(=O)O)(F)F.C(C)S(=O)(=O)N1CCC(CC1)C1=CNC2=C(C=C(C=C12)C1=CC(=CC(=C1)CNC[C@H]1OCCC1)F)C(=O)N (3-[1-(ethylsulfonyl)-4-piperidinyl]-5-[3-fluoro-5-({[(2S)-tetrahydro-2-furanylmethyl]amino}methyl)phenyl]-1H-indole-7-carboxamide trifluoroacetate), O1[C@@H](CCC1)CN (1-[(2S)-tetrahydro-2-furanyl]methanamine). Yields the product FC(C(=O)O)(F)F.C(C)S(=O)(=O)N1CCC(CC1)C1=CNC2=C(C=C(C=C12)C1=CC(=CC(=C1)CNCCC(C)C)F)C(=O)N (3-[1-(ethylsulfonyl)-4-piperidinyl]-5-(3-fluoro-5-{[(3-methylbutyl)amino]methyl}phenyl)-1H-indole-7-carboxamide trifluoroacetate). The yield is 49.4%. RXN SMILES: [F:1][C:2]([F:7])([F:6])[C:3]([OH:5])=[O:4].[CH2:8]([S:10]([N:13]1[CH2:18][CH2:17][CH:16]([C:19]2[C:27]3[C:22](=[C:23]([C:43]([NH2:45])=[O:44])[CH:24]=[C:25]([C:28]4[CH:33]=[C:32]([CH2:34][NH:35][CH2:36][C@@H:37]5CCCO5)[CH:31]=[C:30]([F:42])[CH:29]=4)[CH:26]=3)[NH:21][CH:20]=2)[CH2:15][CH2:14]1)(=[O:12])=[O:11])[CH3:9].O1CC[CH2:48][C@H:47]1[CH2:51]N>>[F:1][C:2]([F:7])([F:6])[C:3]([OH:5])=[O:4].[CH2:8]([S:10]([N:13]1[CH2:18][CH2:17][CH:16]([C:19]2[C:27]3[C:22](=[C:23]([C:43]([NH2:45])=[O:44])[CH:24]=[C:25]([C:28]4[CH:33]=[C:32]([CH2:34][NH:35][CH2:36][CH2:37][CH:47]([CH3:51])[CH3:48])[CH:31]=[C:30]([F:42])[CH:29]=4)[CH:26]=3)[NH:21][CH:20]=2)[CH2:15][CH2:14]1)(=[O:12])=[O:11])[CH3:9] |f:0.1,3.4|. Procedure details: The title compound was prepared according to the general procedure of 3-[1-(ethylsulfonyl)-4-piperidinyl]-5-[3-fluoro-5-({[(2S)-tetrahydro-2-furanylmethyl]amino}methyl)phenyl]-1H-indole-7-carboxamide trifluoroacetate, substituting 3-methyl-1-butanamine (45 mg, 0.525 mmol) for 1-[(2S)-tetrahydro-2-furanyl]methanamine to afford 27.6 mg of the title compound (49.4%). Reactants: C(C)N(C(CC1=NN=C2N1C1=C(C(=NC2C)C2=C(C=CC=C2)F)C=C(C=C1)F)=O)CC (N,N-diethyl-4-methyl-8-fluoro-6-(o-fluorophenyl)-4H-s-triazolo[4,3-a]-[1,4]benzodiazepine-1-acetamide), B (borane). Product: N1C=CN=CC2=C1C=CC=C2 ([1,4]benzodiazepine). RXN SMILES: C(N(CC)C(=O)CC1[N:10]2[C:11]3[CH:27]=[CH:26][C:25](F)=[CH:24][C:12]=3[C:13](C3C=CC=CC=3F)=[N:14][CH:15](C)[C:9]2=NN=1)C.B>>[NH:10]1[C:11]2[CH:27]=[CH:26][CH:25]=[CH:24][C:12]=2[CH:13]=[N:14][CH:15]=[CH:9]1. Procedure details: In the manner given in Example 1, N,N-diethyl-4-methyl-8-fluoro-6-(o-fluorophenyl)-4H-s-triazolo[4,3-a]-[1,4]benzodiazepine-1-acetamide is reduced with borane to give 1-[2-diethylamino)ethyl]-4-methyl-8-fluoro-5,6-dihydro-6-(o-fluorophenyl)-4H-s-triazolo]4,3-a][1,4]benzodiazepine. Reactants: CN(C)c1ccc(C2CCCN2)cc1F, O=S(=O)(Cl)c1ccc(Cl)cc1. The product is CN(C)c1ccc(C2CCCN2S(=O)(=O)c2ccc(Cl)cc2)cc1F. As a reaction SMILES: [CH3:1][N:2]([c:3]1[c:4]([F:14])[cH:5][c:6]([CH:9]2[NH:10][CH2:11][CH2:12][CH2:13]2)[cH:7][cH:8]1)[CH3:15].[Cl:16][c:17]1[cH:18][cH:19][c:20]([S:23](=[O:24])(=[O:25])[Cl:26])[cH:21][cH:22]1>>[CH3:1][N:2]([c:3]1[c:4]([F:14])[cH:5][c:6]([CH:9]2[N:10]([S:23]([c:20]3[cH:19][cH:18][c:17]([Cl:16])[cH:22][cH:21]3)(=[O:24])=[O:25])[CH2:11][CH2:12][CH2:13]2)[cH:7][cH:8]1)[CH3:15]. The reactants are Cn1cc(SCC(=O)O)c(=O)c2ccc(F)cc21, ClCCl, O=C(OO)c1cccc(Cl)c1. Product: Cn1cc(S(=O)CC(=O)O)c(=O)c2ccc(F)cc21. RXN SMILES: [C:1](=[O:2])([OH:3])[CH2:4][S:5][c:6]1[cH:7][n:8]([CH3:18])[c:9]2[cH:10][c:11]([F:17])[cH:12][cH:13][c:14]2[c:15]1=[O:16].[Cl:30][CH2:31][Cl:32].[OH:19][O:20][C:21]([c:22]1[cH:23][c:24]([Cl:25])[cH:26][cH:27][cH:28]1)=[O:29]>>[C:1](=[O:2])([OH:3])[CH2:4][S:5]([c:6]1[cH:7][n:8]([CH3:18])[c:9]2[cH:10][c:11]([F:17])[cH:12][cH:13][c:14]2[c:15]1=[O:16])=[O:19]. Reactants: ClC1=C(C=CC=C1)C(CNCCCCCCO)O (1-(2-chlorophenyl)-2-(6-hydroxy-1-hexylamino)ethanol), C(C1=CC=CC=C1)(=O)O (benzoic acid), C(C)OC(C)=O.CO (ethyl-acetate methanol). Product: ClC1=C(C=CC=C1)C(CNCCCCCCOC(C1=CC=CC=C1)=O)O.C(C(=O)[O-])(=O)[O-] ({6-[2-(2-Chlorophenyl)-2-hydroxyethylamino]-1-hexyl}benzoate oxalate). RXN SMILES: [Cl:1][C:2]1[CH:7]=[CH:6][CH:5]=[CH:4][C:3]=1[CH:8]([OH:18])[CH2:9][NH:10][CH2:11][CH2:12][CH2:13][CH2:14][CH2:15][CH2:16][OH:17].[C:19](O)(=[O:26])[C:20]1[CH:25]=[CH:24][CH:23]=[CH:22][CH:21]=1.C([O:30][C:31](=[O:33])C)C.[CH3:34][OH:35]>>[Cl:1][C:2]1[CH:7]=[CH:6][CH:5]=[CH:4][C:3]=1[CH:8]([OH:18])[CH2:9][NH:10][CH2:11][CH2:12][CH2:13][CH2:14][CH2:15][CH2:16][O:17][C:19](=[O:26])[C:20]1[CH:25]=[CH:24][CH:23]=[CH:22][CH:21]=1.[C:31]([O-:30])(=[O:33])[C:34]([O-:17])=[O:35] |f:2.3,4.5|. Procedure details: According to method II from 1-(2-chlorophenyl)-2-(6-hydroxy-1-hexylamino)ethanol and benzoic acid. Working up by means of chromatography (ethyl-acetate/methanol 1:1). Recrystallized as the oxalate from acetone. Melting point: 144°-148° C.